From a dataset of the Open Reaction Database (ORD), a public repository of structured organic reaction records. describe an organic reaction: reactants, conditions, products, and yield Reactants: C=O, CCCCc1nccn1Cc1ccccc1Cl, CC(=O)[O-], CC(=O)O, [Na+]. The product is CCCCc1ncc(CO)n1Cc1ccccc1Cl. Reaction SMILES: [CH2:18]=[O:19].[CH2:1]([CH2:2][CH2:3][CH3:4])[c:5]1[n:6]([CH2:10][c:11]2[c:12]([Cl:17])[cH:13][cH:14][cH:15][cH:16]2)[cH:7][cH:8][n:9]1.[CH3:21][C:22]([O-:23])=[O:24].[CH3:25][C:26](=[O:27])[OH:28].[Na+:20]>>[CH2:1]([CH2:2][CH2:3][CH3:4])[c:5]1[n:6]([CH2:10][c:11]2[c:12]([Cl:17])[cH:13][cH:14][cH:15][cH:16]2)[c:7]([CH2:22][OH:23])[cH:8][n:9]1. Reactants: C(C(C)C)C1=NC(=CC(=C1)C1=NC(=NO1)C1=CC=C(C=C1)CC(=O)O)C ({4-[5-(2-isobutyl-6-methyl-pyridin-4-yl)-[1,2,4]oxadiazol-3-yl]-phenyl}-acetic acid), Cl.N1CC(CC1)C(=O)O ((RS)-pyrrolidine-3-carboxylic acid hydrochloride). Product: C(C(C)C)C1=NC(=CC(=C1)C1=NC(=NO1)C1=CC=C(C=C1)CC(=O)N1CC(CC1)C(=O)O)C ((RS)-1-(2-{4-[5-(2-Isobutyl-6-methyl-pyridin-4-yl)-[1,2,4]oxadiazol-3-yl]-phenyl}-acetyl)-pyrrolidine-3-carboxylic acid). Reaction SMILES: [CH2:1]([C:5]1[CH:10]=[C:9]([C:11]2[O:15][N:14]=[C:13]([C:16]3[CH:21]=[CH:20][C:19]([CH2:22][C:23](O)=[O:24])=[CH:18][CH:17]=3)[N:12]=2)[CH:8]=[C:7]([CH3:26])[N:6]=1)[CH:2]([CH3:4])[CH3:3].Cl.[NH:28]1[CH2:32][CH2:31][CH:30]([C:33]([OH:35])=[O:34])[CH2:29]1>>[CH2:1]([C:5]1[CH:10]=[C:9]([C:11]2[O:15][N:14]=[C:13]([C:16]3[CH:17]=[CH:18][C:19]([CH2:22][C:23]([N:28]4[CH2:32][CH2:31][CH:30]([C:33]([OH:35])=[O:34])[CH2:29]4)=[O:24])=[CH:20][CH:21]=3)[N:12]=2)[CH:8]=[C:7]([CH3:26])[N:6]=1)[CH:2]([CH3:4])[CH3:3] |f:1.2|. Procedure: (RS)-1-(2-{4-[5-(2-Isobutyl-6-methyl-pyridin-4-yl)-[1,2,4]oxadiazol-3-yl]-phenyl}-acetyl)-pyrrolidine-3-carboxylic acid is prepared from {4-[5-(2-isobutyl-6-methyl-pyridin-4-yl)-[1,2,4]oxadiazol-3-yl]-phenyl}-acetic acid and (RS)-pyrrolidine-3-carboxylic acid hydrochloride in analogy to Example 65; LC-MS: tR=0.82, [M+1]+=448.10. Starting materials: C=CC1CC1(NC(=O)OC(C)(C)C)C(=O)OCC, C1CCOC1, CC(=O)O, B1C2CCCC1CCC2, [Na], OO. The product is CCOC(=O)C1(NC(=O)OC(C)(C)C)CC1CCO. RXN SMILES: [C:1]([CH3:2])([CH3:3])([CH3:4])[O:5][C:6](=[O:7])[NH:8][C:9]1([C:14](=[O:15])[O:16][CH2:17][CH3:18])[CH:10]([CH:12]=[CH2:13])[CH2:11]1.[CH2:31]1[O:32][CH2:33][CH2:34][CH2:35]1.[CH3:36][C:37](=[O:38])[OH:39].[CH:19]12[CH2:20][CH2:21][CH2:22][CH:23]([BH:24]1)[CH2:25][CH2:26][CH2:27]2.[Na:28].[OH:29][OH:30]>>[C:1]([CH3:2])([CH3:3])([CH3:4])[O:5][C:6](=[O:7])[NH:8][C:9]1([C:14](=[O:15])[O:16][CH2:17][CH3:18])[CH:10]([CH2:12][CH2:13][OH:29])[CH2:11]1. As a reaction SMILES: [CH3:34][CH2:35][OH:36].[F:1][c:2]1[cH:3][cH:4][c:5]2[cH:6][cH:7][c:8](=[O:33])[n:9]([CH2:12][CH2:13][N:14]3[CH2:15][CH:16]([CH2:21][NH:22][C:23](=[O:24])[O:25][CH2:26][c:27]4[cH:28][cH:29][cH:30][cH:31][cH:32]4)[CH:17]([OH:20])[CH2:18][CH2:19]3)[c:10]2[cH:11]1>>[F:1][c:2]1[cH:3][cH:4][c:5]2[cH:6][cH:7][c:8](=[O:33])[n:9]([CH2:12][CH2:13][N:14]3[CH2:15][CH:16]([CH2:21][NH2:22])[CH:17]([OH:20])[CH2:18][CH2:19]3)[c:10]2[cH:11]1. The product is NCC1CN(CCn2c(=O)ccc3ccc(F)cc32)CCC1O. The reactants are CCO, O=C(NCC1CN(CCn2c(=O)ccc3ccc(F)cc32)CCC1O)OCc1ccccc1.